Task: describe an organic reaction: reactants, conditions, products, and yield. Dataset: the Open Reaction Database (ORD), a public repository of structured organic reaction records As a reaction SMILES: [CH3:1][N:2]1[CH2:7][CH:6]=[C:5]([C:8]2[C:16]3[C:11](=[CH:12][CH:13]=[C:14]([CH2:17][CH:18]([NH2:21])[CH2:19][OH:20])[CH:15]=3)[NH:10][CH:9]=2)[CH2:4][CH2:3]1.[H][H]>C(O)C.[Pd]>[CH3:1][N:2]1[CH2:7][CH2:6][CH:5]([C:8]2[C:16]3[C:11](=[CH:12][CH:13]=[C:14]([CH2:17][CH:18]([NH2:21])[CH2:19][OH:20])[CH:15]=3)[NH:10][CH:9]=2)[CH2:4][CH2:3]1. Run in C(C)O (ethanol). Reactants: CN1CCC(=CC1)C1=CNC2=CC=C(C=C12)CC(CO)N ((±)-3-[3-(1-Methyl-1,2,3,6-tetrahydro-4-pyridyl)-1H-indol-5-yl]-2-amino-1-propanol), [H][H] (hydrogen). Procedure details: The product from step (e) (0.08 g) was dissolved in ethanol (25 ml) and 10% w/w Pd/C (0.23 g) added. The mixture was stirred under 1 atmos. pressure of hydrogen for 7 hours when uptake was complete. The mixture was filtered through celite and the filtrate evaporated in vacuo to give the desired product as colourless oil which was eluted through a silica column using DCM/EtOH/NH4OH (50:8:1) as eluant. Yields the product CN1CCC(CC1)C1=CNC2=CC=C(C=C12)CC(CO)N ((±)-3-[3-(1-Methyl-4-piperidyl)-1H-indol-5-yl]-2-amino-1-propanol). Reagents/catalysts: [Pd] (Pd/C). The reactants are CCN1CCN(Cc2ccc(C(=O)Nc3cccc(Nc4ccc5c(c4)NC(=O)C5)c3)cc2C(F)(F)F)CC1, C1CCNCC1, CCO, O=Cc1ccc[nH]1. Product: CCN1CCN(Cc2ccc(C(=O)Nc3cccc(Nc4ccc5c(c4)NC(=O)C5=Cc4ccc[nH]4)c3)cc2C(F)(F)F)CC1. Reaction SMILES: [CH2:1]([CH3:2])[N:3]1[CH2:4][CH2:5][N:6]([CH2:9][c:10]2[c:11]([C:36]([F:37])([F:38])[F:39])[cH:12][c:13]([C:14](=[O:15])[NH:16][c:17]3[cH:18][c:19]([NH:23][c:24]4[cH:25][cH:26][c:27]5[c:31]([cH:32]4)[NH:30][C:29](=[O:33])[CH2:28]5)[cH:20][cH:21][cH:22]3)[cH:34][cH:35]2)[CH2:7][CH2:8]1.[CH2:47]1[CH2:48][CH2:49][NH:50][CH2:51][CH2:52]1.[CH3:53][CH2:54][OH:55].[nH:40]1[c:41]([CH:45]=[O:46])[cH:42][cH:43][cH:44]1>>[CH2:1]([CH3:2])[N:3]1[CH2:4][CH2:5][N:6]([CH2:9][c:10]2[c:11]([C:36]([F:37])([F:38])[F:39])[cH:12][c:13]([C:14](=[O:15])[NH:16][c:17]3[cH:18][c:19]([NH:23][c:24]4[cH:25][cH:26][c:27]5[c:31]([cH:32]4)[NH:30][C:29](=[O:33])[C:28]5=[CH:45][c:41]4[nH:40][cH:44][cH:43][cH:42]4)[cH:20][cH:21][cH:22]3)[cH:34][cH:35]2)[CH2:7][CH2:8]1. Starting materials: O=C(Cl)c1ccccc1, C1CCOC1, CN1Cc2cc(N)cnc2C(C)(C)C1. Yields the product Cl, CN1Cc2cc(NC(=O)c3ccccc3)cnc2C(C)(C)C1. As a reaction SMILES: [C:15]([c:16]1[cH:17][cH:18][cH:19][cH:20][cH:21]1)(=[O:22])[Cl:23].[CH2:24]1[O:25][CH2:26][CH2:27][CH2:28]1.[NH2:1][c:2]1[cH:3][n:4][c:5]2[c:10]([cH:11]1)[CH2:9][N:8]([CH3:12])[CH2:7][C:6]2([CH3:13])[CH3:14]>>[ClH:23].[NH:1]([c:2]1[cH:3][n:4][c:5]2[c:10]([cH:11]1)[CH2:9][N:8]([CH3:12])[CH2:7][C:6]2([CH3:13])[CH3:14])[C:15]([c:16]1[cH:17][cH:18][cH:19][cH:20][cH:21]1)=[O:22]. Reactants: C(C)(C)(C)OC(=O)NC=1N=CC(=NC1)OC=1C=C(C2=C(B(OC2CC(=O)O)O)C1)C ([6-(5-tert-Butoxycarbonylamino-pyrazin-2-yloxy)-1-hydroxy-4-methyl-1,3-dihydro-benzo[c][1,2]oxaborol-3-yl]-acetic acid), Cl (HCl), O1CCOCC1 (dioxane). Reaction conditions: time 3 hour. Product: NC=1N=CC(=NC1)OC=1C=C(C2=C(B(OC2CC(=O)O)O)C1)C ([6-(5-Amino-pyrazin-2-yloxy)-1-hydroxy-4-methyl-1,3-dihydro-benzo[c][1,2]oxaborol-3-yl]-acetic acid). The yield is 74.7%. RXN SMILES: C(OC([NH:8][C:9]1[N:10]=[CH:11][C:12]([O:15][C:16]2[CH:17]=[C:18]([CH3:30])[C:19]3[CH:23]([CH2:24][C:25]([OH:27])=[O:26])[O:22][B:21]([OH:28])[C:20]=3[CH:29]=2)=[N:13][CH:14]=1)=O)(C)(C)C.Cl.O1CCOCC1>>[NH2:8][C:9]1[N:10]=[CH:11][C:12]([O:15][C:16]2[CH:17]=[C:18]([CH3:30])[C:19]3[CH:23]([CH2:24][C:25]([OH:27])=[O:26])[O:22][B:21]([OH:28])[C:20]=3[CH:29]=2)=[N:13][CH:14]=1. Procedure details: [6-(5-tert-Butoxycarbonylamino-pyrazin-2-yloxy)-1-hydroxy-4-methyl-1,3-dihydro-benzo[c][1,2]oxaborol-3-yl]-acetic acid (70 mg, 0.17 mmol) was treated with 4M HCl in dioxane (1 mL, 4 mmol) and stirred at room temperature for 3 h. The reaction mixture was concentrated under vacuum and purified by HPLC affording the title compound (40 mg, 75%) as a white solid. 1H NMR (CD3OD) δ 7.79 (s, 1H), 7.64 (s, 1H), 7.02 (d, 1H), 6.98 (d, 1H), 5.65 (dd, 1H), 3.35 (m, 1H), 3.20 (dd, 1H), 2.36 (s, 3H). MS found... Reactants: FC(OC1=CC=C(C[C@]23C(N(C(N3C[C@H](C2)NC(CCC(=O)O)=O)=O)C2=CC(=NC(=C2)Cl)Cl)=O)C=C1)(F)F ((5R,7S)-5-[4-(Trifluoromethoxy)benzyl]-3-(2,6-dichloro-4-pyridyl)-7-(3-carboxypropanoylamino)-1,3-diazabicyclo[3.3.0]octane-2,4-dione), CN1CCNCC1 (N-methyl piperazine), C=1C=CC2=C(C1)N=NN2O (HOBt), CCN(C(C)C)C(C)C (DIEA). The solvent is C1CCOC1 (THF), C(CCl)Cl (EDC). Run at time 8 hour. The product is FC(OC1=CC=C(C[C@]23C(N(C(N3C[C@H](C2)NC(CCC(=O)N2CCN(CC2)C)=O)=O)C2=CC(=NC(=C2)Cl)Cl)=O)C=C1)(F)F ((5R,7S)-5-[4-(Trifluoromethoxy)benzyl]-3-(2,6-dichloro-4-pyridyl)-7-[3-(4-methyl-1-piperazinylcarbonyl)propanoylamino]-1,3-diazabicyclo[3.3.0]octane-2,4-dione). Reaction SMILES: [F:1][C:2]([F:38])([F:37])[O:3][C:4]1[CH:36]=[CH:35][C:7]([CH2:8][C@:9]23[CH2:16][C@H:15]([NH:17][C:18](=[O:24])[CH2:19][CH2:20][C:21](O)=[O:22])[CH2:14][N:13]2[C:12](=[O:25])[N:11]([C:26]2[CH:31]=[C:30]([Cl:32])[N:29]=[C:28]([Cl:33])[CH:27]=2)[C:10]3=[O:34])=[CH:6][CH:5]=1.[CH3:39][N:40]1[CH2:45][CH2:44][NH:43][CH2:42][CH2:41]1.C1C=CC2N(O)N=NC=2C=1.CCN(C(C)C)C(C)C>C1COCC1.C(Cl)CCl>[F:37][C:2]([F:38])([F:1])[O:3][C:4]1[CH:5]=[CH:6][C:7]([CH2:8][C@:9]23[CH2:16][C@H:15]([NH:17][C:18](=[O:24])[CH2:19][CH2:20][C:21]([N:43]4[CH2:44][CH2:45][N:40]([CH3:39])[CH2:41][CH2:42]4)=[O:22])[CH2:14][N:13]2[C:12](=[O:25])[N:11]([C:26]2[CH:31]=[C:30]([Cl:32])[N:29]=[C:28]([Cl:33])[CH:27]=2)[C:10]3=[O:34])=[CH:35][CH:36]=1. Reported procedure: To a solution of the compound from Example 66 (0.12 g) in THF (5 mL) was added N-methyl piperazine (50 μL), EDC (0.90 g), HOBt (0.090 g), and DIEA (0.10 mL). After stirring overnight the reaction mixture was concentrated. The residue was dissolved in EtOAc, washed with water and brine, dried (Na2SO4), filtered, concentrated and purified by chromatography (silica gel: 95:5 CH2Cl2: MeOH, Chromatotron) to afford the titled compound (0.10 g). MS (m/z) 657 [MH+]. mp 70° C.